The task is: describe an organic reaction: reactants, conditions, products, and yield. This data is from the Open Reaction Database (ORD), a public repository of structured organic reaction records. The reactants are CN(C)C=O, [Cl-], COc1cn2nc(Cl)ccc2n1, [H-], [Na+], [Na+], O, OCCCN1CCN(C(c2ccccc2)c2ccccc2)CC1. Yields the product COc1cn2nc(OCCCN3CCN(C(c4ccccc4)c4ccccc4)CC3)ccc2n1. RXN SMILES: [CH3:40][N:41]([CH3:42])[CH:43]=[O:44].[Cl-:39].[Cl:26][c:27]1[cH:28][cH:29][c:30]2[n:31]([n:32]1)[cH:33][c:34]([O:36][CH3:37])[n:35]2.[H-:24].[Na+:25].[Na+:38].[OH2:45].[c:1]1([CH:7]([N:8]2[CH2:9][CH2:10][N:11]([CH2:14][CH2:15][CH2:16][OH:17])[CH2:12][CH2:13]2)[c:18]2[cH:19][cH:20][cH:21][cH:22][cH:23]2)[cH:2][cH:3][cH:4][cH:5][cH:6]1>>[c:1]1([CH:7]([N:8]2[CH2:9][CH2:10][N:11]([CH2:14][CH2:15][CH2:16][O:17][c:27]3[cH:28][cH:29][c:30]4[n:31]([n:32]3)[cH:33][c:34]([O:36][CH3:37])[n:35]4)[CH2:12][CH2:13]2)[c:18]2[cH:19][cH:20][cH:21][cH:22][cH:23]2)[cH:2][cH:3][cH:4][cH:5][cH:6]1. Starting materials: ClC1=CC=C(C=C1)C(CC=O)=O (3-(4-chlorophenyl)-3-ketopropionaldehyde), C1=CC(=CC=C1NN)S(=O)(=O)N.Cl (4-sulfonamidophenylhydrazine hydrochloride), C(C)O (ethanol). Run in O (water). The product is ClC1=CC=C(C=C1)C1=CC=NN1C1=CC=C(C=C1)S(=O)(=O)N (4-[5-(4-chlorophenyl)-1H-pyrazol-1-yl]benzenesulfonamide). The yield is 75.5%. Reaction SMILES: [Cl:1][C:2]1[CH:7]=[CH:6][C:5]([C:8](=O)[CH2:9][CH:10]=O)=[CH:4][CH:3]=1.[CH:13]1[C:18]([NH:19][NH2:20])=[CH:17][CH:16]=[C:15]([S:21]([NH2:24])(=[O:23])=[O:22])[CH:14]=1.Cl.C(O)C>O>[Cl:1][C:2]1[CH:7]=[CH:6][C:5]([C:8]2[N:19]([C:18]3[CH:13]=[CH:14][C:15]([S:21]([NH2:24])(=[O:23])=[O:22])=[CH:16][CH:17]=3)[N:20]=[CH:10][CH:9]=2)=[CH:4][CH:3]=1 |f:1.2|. Reported procedure: A 250 mL one-necked round-bottomed flask equipped with reflux condenser, nitrogen inlet and provisions for magnetic stirring was charged with 3-(4-chlorophenyl)-3-ketopropionaldehyde (18.3 g, 0.1 mol), 4-sulfonamidophenylhydrazine hydrochloride (11.2 g, 0.05 mol) and 100 mL of absolute ethanol. The solution was heated to reflux for 15 hour and then diluted with 100 mL of water and allowed to stand whereupon a white solid formed that was isolated by filtration on a Buchner funnel and air dried to... Reactants: CC(C)(C)OC(=O)NC(C)(C)C(=O)NC(COCc1ccccc1)C(=O)O, CN1CC(c2ccccc2)C2(CCCNCC2)C1=O, CC#N, CCN(C(C)C)C(C)C, CN(C)C=O, O. The product is CN1CC(c2ccccc2)C2(CCCN(C(=O)C(COCc3ccccc3)NC(=O)C(C)(C)NC(=O)OC(C)(C)C)CC2)C1=O. RXN SMILES: [CH2:20]([c:21]1[cH:22][cH:23][cH:24][cH:25][cH:26]1)[O:27][CH2:28][CH:29]([C:30](=[O:31])[OH:32])[NH:33][C:34]([C:35]([CH3:36])([CH3:37])[NH:38][C:39](=[O:40])[O:41][C:42]([CH3:43])([CH3:44])[CH3:45])=[O:46].[CH3:1][N:2]1[C:3](=[O:19])[C:4]2([CH:5]([c:7]3[cH:8][cH:9][cH:10][cH:11][cH:12]3)[CH2:6]1)[CH2:13][CH2:14][NH:15][CH2:16][CH2:17][CH2:18]2.[CH3:56][C:57]#[N:58].[CH:47]([N:48]([CH2:49][CH3:50])[CH:51]([CH3:52])[CH3:53])([CH3:54])[CH3:55].[O:59]=[CH:60][N:61]([CH3:62])[CH3:63].[OH2:64]>>[CH3:1][N:2]1[C:3](=[O:19])[C:4]2([CH:5]([c:7]3[cH:8][cH:9][cH:10][cH:11][cH:12]3)[CH2:6]1)[CH2:13][CH2:14][N:15]([C:30]([CH:29]([CH2:28][O:27][CH2:20][c:21]1[cH:22][cH:23][cH:24][cH:25][cH:26]1)[NH:33][C:34]([C:35]([CH3:36])([CH3:37])[NH:38][C:39](=[O:40])[O:41][C:42]([CH3:43])([CH3:44])[CH3:45])=[O:46])=[O:31])[CH2:16][CH2:17][CH2:18]2. Reactants: CC=1C=CC(=NC1)C=O (5-methyl-2-pyridine aldehyde), C(#N)[BH3-].[Na+] (sodium cyanoborohydride), C(C)(=O)O (acetic acid), C(CC)N(CCCCNC(C1=CC=C(C=C1)CNCC=1N(C=CN1)C)=O)CCC (N-(4-dipropylamino-butyl)-4-{[(1-methyl-1H-imidazol-2-ylmethyl)-amino]-methyl}-benzamide). Run in CO (methanol), O (water), CO (methanol). Reaction conditions: time 12 hour. Yields the product C(CC)N(CCCCNC(C1=CC=C(C=C1)CN(CC1=NC=C(C=C1)C)CC=1N(C=CN1)C)=O)CCC (N-(4-dipropylamino-butyl)-4-{[(1-methyl-1H-imidazol-2-ylmethyl)-(5-methyl-pyridin-2-ylmethyl)-amino]-methyl}-benzamide). The yield is 32.0%. Reaction SMILES: [CH2:1]([N:4]([CH2:27][CH2:28][CH3:29])[CH2:5][CH2:6][CH2:7][CH2:8][NH:9][C:10](=[O:26])[C:11]1[CH:16]=[CH:15][C:14]([CH2:17][NH:18][CH2:19][C:20]2[N:21]([CH3:25])[CH:22]=[CH:23][N:24]=2)=[CH:13][CH:12]=1)[CH2:2][CH3:3].C([BH3-])#N.[Na+].C(O)(=O)C.[CH3:38][C:39]1[CH:40]=[CH:41][C:42]([CH:45]=O)=[N:43][CH:44]=1>CO.O>[CH2:27]([N:4]([CH2:1][CH2:2][CH3:3])[CH2:5][CH2:6][CH2:7][CH2:8][NH:9][C:10](=[O:26])[C:11]1[CH:16]=[CH:15][C:14]([CH2:17][N:18]([CH2:19][C:20]2[N:21]([CH3:25])[CH:22]=[CH:23][N:24]=2)[CH2:45][C:42]2[CH:41]=[CH:40][C:39]([CH3:38])=[CH:44][N:43]=2)=[CH:13][CH:12]=1)[CH2:28][CH3:29] |f:1.2|. Procedure details: The compound (782 mg) obtained in Example 20-3 was dissolved in anhydrous methanol (12 ml) and then added with sodium cyanoborohydride (380 mg) and acetic acid (1.5 ml). Then, the solution was added with a methanol solution (2.0 ml) containing the compound (289 mg) obtained in Example 20-4 at −10° C. and then stirred at room temperature for 12 hours under a nitrogen atmosphere. After completion of the reaction, water was added thereto to stop the reaction. The solvent was distilled off under red... Starting materials: N1N=CN=C1 (1,2,4-triazole), diethyl acetal, ClC1=CC=C(C=O)C=C1 (p-chlorobenzaldehyde), C(C)(=O)Cl (acetyl chloride). The reagents and catalysts are [Cu] (copper bronze). The product is N1(N=CN=C1)C(C1=CC=C(C=C1)Cl)OCC (Ethyl (1,2,4-triazol-1-yl)-p-chlorobenzyl ether). Reaction SMILES: [Cl:1][C:2]1[CH:9]=[CH:8][C:5]([CH:6]=[O:7])=[CH:4][CH:3]=1.[C:10](Cl)(=O)[CH3:11].[NH:14]1[CH:18]=[N:17][CH:16]=[N:15]1>[Cu]>[N:14]1([CH:6]([O:7][CH2:10][CH3:11])[C:5]2[CH:8]=[CH:9][C:2]([Cl:1])=[CH:3][CH:4]=2)[CH:18]=[N:17][CH:16]=[N:15]1. Reported procedure: The diethyl acetal of p-chlorobenzaldehyde (4.28 g) was reacted with acetyl chloride (2.34 g) in the presence of a trace of copper bronze. The product was reacted with 1,2,4-triazole (2.8 g) to give the title compound as a viscous oil. Starting materials: N#Cc1ccc(Oc2ccc(Cl)cc2Cl)cc1C(=O)Cl, CN(C)C=O, O=C1NC(=O)c2ccccc21, O. Product: N#Cc1ccc(Oc2ccc(Cl)cc2Cl)cc1C(=O)N1C(=O)c2ccccc2C1=O. Reaction SMILES: [C:12](#[N:13])[c:14]1[c:15]([C:16](=[O:17])[Cl:18])[cH:19][c:20]([O:23][c:24]2[c:25]([Cl:31])[cH:26][c:27]([Cl:30])[cH:28][cH:29]2)[cH:21][cH:22]1.[CH3:33][N:34]([CH3:35])[CH:36]=[O:37].[O:1]=[C:2]1[NH:3][C:4](=[O:5])[c:6]2[cH:7][cH:8][cH:9][cH:10][c:11]21.[OH2:32]>>[O:1]=[C:2]1[N:3]([C:16]([c:15]2[c:14]([C:12]#[N:13])[cH:22][cH:21][c:20]([O:23][c:24]3[c:25]([Cl:31])[cH:26][c:27]([Cl:30])[cH:28][cH:29]3)[cH:19]2)=[O:17])[C:4](=[O:5])[c:6]2[cH:7][cH:8][cH:9][cH:10][c:11]21.